This data is from the Open Reaction Database (ORD), a public repository of structured organic reaction records. The task is: describe an organic reaction: reactants, conditions, products, and yield Reactants: CCOC(C)=O, [H][H], COC(=O)c1ccc([N+](=O)[O-])cn1, O=[Pt]. Product: COC(=O)c1ccc(N)cn1. Reaction SMILES: [CH3:16][CH2:17][O:18][C:19](=[O:20])[CH3:21].[H:14][H:15].[N+:1]([O-:2])(=[O:3])[c:4]1[cH:5][cH:6][c:7]([C:10](=[O:11])[O:12][CH3:13])[n:8][cH:9]1.[Pt:22]=[O:23]>>[NH2:1][c:4]1[cH:5][cH:6][c:7]([C:10](=[O:11])[O:12][CH3:13])[n:8][cH:9]1. Reaction conditions: time 5 minute. Run in O1CCCC1 (tetrahydrofuran), C(C)(=O)OCC (ethyl acetate). Reaction SMILES: [CH3:1][NH2:2].[N:3]([C:6]1[CH:7]=[C:8]([B:12]2[O:16][C:15]([CH3:18])([CH3:17])[C:14]([CH3:20])([CH3:19])[O:13]2)[CH:9]=[CH:10][CH:11]=1)=[C:4]=[O:5]>O1CCCC1.C(OCC)(=O)C>[CH3:1][NH:2][C:4]([NH:3][C:6]1[CH:11]=[CH:10][CH:9]=[C:8]([B:12]2[O:16][C:15]([CH3:18])([CH3:17])[C:14]([CH3:20])([CH3:19])[O:13]2)[CH:7]=1)=[O:5]. Reactants: CN (Methyl amine), N(=C=O)C=1C=C(C=CC1)B1OC(C(O1)(C)C)(C)C (2-(3-isocyanatophenyl)-4,4,5,5-tetramethyl-1,3,2-dioxaborolane). Reported procedure: Methyl amine (2.0 M in THF) was added to a solution of 2-(3-isocyanatophenyl)-4,4,5,5-tetramethyl-1,3,2-dioxaborolane (0.49 g, 2.0 mmol) and in tetrahydrofuran (6.0 mL) at 0° C. The mixture was stirred at this temperature for 5 min, then at r.t. for 2 h. The mixture was diluted with ethyl acetate, washed with water, 1N HCl aq. and brine, dried over Na2SO4, filtered and concentrated under reduced pressure to provide the desired product which was directly used in next step without further purifica... The product is CNC(=O)NC1=CC(=CC=C1)B1OC(C(O1)(C)C)(C)C (N-methyl-N′-[3-(4,4,5,5-tetramethyl-1,3,2-dioxaborolan-2-yl)phenyl]urea). Starting materials: NC(=O)c1ccc(C(O)c2c(OCc3ccccc3)c(=O)ccn2CCO)cc1, CO. Yields the product NC(=O)c1ccc(C(O)c2c(O)c(=O)ccn2CCO)cc1. Reaction SMILES: [CH2:1]([c:2]1[cH:3][cH:4][cH:5][cH:6][cH:7]1)[O:8][c:9]1[c:10]([CH:19]([c:20]2[cH:21][cH:22][c:23]([C:24](=[O:25])[NH2:26])[cH:27][cH:28]2)[OH:29])[n:11]([CH2:16][CH2:17][OH:18])[cH:12][cH:13][c:14]1=[O:15].[CH3:30][OH:31]>>[OH:8][c:9]1[c:10]([CH:19]([c:20]2[cH:21][cH:22][c:23]([C:24](=[O:25])[NH2:26])[cH:27][cH:28]2)[OH:29])[n:11]([CH2:16][CH2:17][OH:18])[cH:12][cH:13][c:14]1=[O:15]. The reactants are ClCCC=1C(=NC=2N(C1Cl)N=CC2)Cl (6-(2-chloroethyl)-5,7-dichloropyrazolo[1,5-a]pyrimidine), C(C)(CC)N (sec-butylamine). Run in C(C)N(CC)CC (triethylamine). The product is C(C)(CC)N1CCC=2C(=NC=3N(C21)N=CC3)Cl (8-sec-butyl-5-chloro-6,7-dihydro-8H-pyrrolo[3,2-e]pyrazolo[1,5-a]pyrimidine). The yield is 88.9%. RXN SMILES: Cl[CH2:2][CH2:3][C:4]1[C:5]([Cl:14])=[N:6][C:7]2[N:8]([N:11]=[CH:12][CH:13]=2)[C:9]=1Cl.[CH:15]([NH2:19])([CH2:17][CH3:18])[CH3:16]>C(N(CC)CC)C>[CH:15]([N:19]1[C:9]2[N:8]3[N:11]=[CH:12][CH:13]=[C:7]3[N:6]=[C:5]([Cl:14])[C:4]=2[CH2:3][CH2:2]1)([CH2:17][CH3:18])[CH3:16]. Procedure details: Synthesis was performed by the reaction of 5.26 g of 6-(2-chloroethyl)-5,7-dichloropyrazolo[1,5-a]pyrimidine with 4.00 g of sec-butylamine and 4.82 g of triethylamine in accordance with the synthetic process in Referential Example 9 to obtain 4.68 g (yield: 89.0%) of the intended product.